Task: describe an organic reaction: reactants, conditions, products, and yield. Dataset: the Open Reaction Database (ORD), a public repository of structured organic reaction records Product: FC=1C=CC2=C(N(C(=N2)[C@H](C)NC2=C3N=CNC3=NC(=N2)NC(C)=O)C2=CC=CC=C2)C1 (N-{6-[(S)-1-(6-Fluoro-1-phenyl-1H-benzoimidazol-2-yl)-ethylamino]-9H-purin-2-yl}-acetamide). Starting materials: Cl.Cl.FC=1C=CC2=C(N(C(=N2)[C@H](C)N)C2=CC=CC=C2)C1 ((S)-1-(6-fluoro-1-phenyl-1H-benzoimidazol-2-yl)ethylamine dihydrochloride), ClC1=C2N=CNC2=NC(=N1)NC(C)=O (N-(6-chloro-9H-purin-2-yl)acetamide), CCN(C(C)C)C(C)C (DIPEA). Run in CC(C)O (IPA), C(Cl)Cl.CO (DCM methanol). Procedure details: A mixture of (S)-1-(6-fluoro-1-phenyl-1H-benzoimidazol-2-yl)ethylamine dihydrochloride (0.22 g, 0.68 mmol), N-(6-chloro-9H-purin-2-yl)acetamide (0.20 g, 0.95 mmol) and DIPEA (0.60 mL, 3.38 mmol) in IPA (2 mL) was stirred at 85° C. in a sealed tube for 16 h. The resulting mixture was diluted with DCM/methanol then concentrated in vacuo onto silica gel and this residue was purified by chromatography (SiO2, 0-15% (2M ammonia in methanol) in DCM), and then by preparative HPLC (Phenomenex Gemini 5 μm... Isolated yield 22.9%. Run at temperature 85 celsius, time 16 hour. RXN SMILES: Cl.Cl.[F:3][C:4]1[CH:5]=[CH:6][C:7]2[N:11]=[C:10]([C@@H:12]([NH2:14])[CH3:13])[N:9]([C:15]3[CH:20]=[CH:19][CH:18]=[CH:17][CH:16]=3)[C:8]=2[CH:21]=1.Cl[C:23]1[N:31]=[C:30]([NH:32][C:33](=[O:35])[CH3:34])[N:29]=[C:28]2[C:24]=1[N:25]=[CH:26][NH:27]2.CCN(C(C)C)C(C)C>CC(O)C.C(Cl)Cl.CO>[F:3][C:4]1[CH:5]=[CH:6][C:7]2[N:11]=[C:10]([C@@H:12]([NH:14][C:23]3[N:31]=[C:30]([NH:32][C:33](=[O:35])[CH3:34])[N:29]=[C:28]4[C:24]=3[N:25]=[CH:26][NH:27]4)[CH3:13])[N:9]([C:15]3[CH:16]=[CH:17][CH:18]=[CH:19][CH:20]=3)[C:8]=2[CH:21]=1 |f:0.1.2,6.7|. Reactants: C(N)(=O)C1=C(C=C(OCCN(CC(C2=CC=CC=C2)O)CC2=CC=CC=C2)C=C1)O (N-[2-(4-carbamoyl-3-hydroxyphenoxy)-ethyl]-N-(2-hydroxy-2-phenyl-ethyl)-benzylamine). The reagents and catalysts are [Pd] (palladium-on-charcoal). The solvent is CO (methanol). The product is C(N)(=O)C1=C(C=C(OCCNCC(C2=CC=CC=C2)O)C=C1)O (α-[N-[2-(4-Carbamoyl-3-hydroxy-phenoxy)-ethyl]-aminomethyl]-benzyl alcohol). As a reaction SMILES: [C:1]([C:4]1[CH:29]=[CH:28][C:7]([O:8][CH2:9][CH2:10][N:11](CC2C=CC=CC=2)[CH2:12][CH:13]([OH:20])[C:14]2[CH:19]=[CH:18][CH:17]=[CH:16][CH:15]=2)=[CH:6][C:5]=1[OH:30])(=[O:3])[NH2:2]>CO.[Pd]>[C:1]([C:4]1[CH:29]=[CH:28][C:7]([O:8][CH2:9][CH2:10][NH:11][CH2:12][CH:13]([OH:20])[C:14]2[CH:15]=[CH:16][CH:17]=[CH:18][CH:19]=2)=[CH:6][C:5]=1[OH:30])(=[O:3])[NH2:2]. Procedure details: A solution of 15 g of crude N-[2-(4-carbamoyl-3-hydroxyphenoxy)-ethyl]-N-(2-hydroxy-2-phenyl-ethyl)-benzylamine in 150 ml of methanol is hydrogenated under normal conditions, with the addition of 3 g of palladium-on-charcoal catalyst (5%), until the reaction has ceased. The catalyst is filtered off, the solvent is evaporated off and the residue is recrystallised from isopropanol. α-[N-[2-(4-Carbamoyl-3-hydroxy-phenoxy)-ethyl]-aminomethyl]-benzyl alcohol with a melting point of 141°-142° is obtai... Starting materials: BrCc1ccccc1, O=C(O)c1ccc(Br)cc1F, CC#N, C1CCC2=NCCCN2CC1. Product: O=C(OCc1ccccc1)c1ccc(Br)cc1F. RXN SMILES: [Br:1][CH2:2][c:3]1[cH:4][cH:5][cH:6][cH:7][cH:8]1.[Br:9][c:10]1[cH:11][c:12]([F:19])[c:13]([C:14](=[O:15])[OH:16])[cH:17][cH:18]1.[CH3:31][C:32]#[N:33].[N:20]12[CH2:21][CH2:22][CH2:23][N:24]=[C:25]1[CH2:26][CH2:27][CH2:28][CH2:29][CH2:30]2>>[CH2:2]([c:3]1[cH:4][cH:5][cH:6][cH:7][cH:8]1)[O:16][C:14]([c:13]1[c:12]([F:19])[cH:11][c:10]([Br:9])[cH:18][cH:17]1)=[O:15]. Reactants: C(#N)CC(=O)OC (methyl cyanoacetate), C(=O)([O-])[O-].[K+].[K+] (K2CO3), BrCCCCBr (1,4-dibromobutane). The solvent is CN(C)C=O (DMF). Run at temperature 75 celsius. Yields the product C(#N)C1(CCCC1)C(=O)OC (methyl 1-cyanocyclopentanecarboxylate). Isolated yield 77094.2%. As a reaction SMILES: [C:1]([CH2:3][C:4]([O:6][CH3:7])=[O:5])#[N:2].C([O-])([O-])=O.[K+].[K+].Br[CH2:15][CH2:16][CH2:17][CH2:18]Br>CN(C=O)C>[C:1]([C:3]1([C:4]([O:6][CH3:7])=[O:5])[CH2:18][CH2:17][CH2:16][CH2:15]1)#[N:2] |f:1.2.3|. Procedure details: To a 22 L flask equipped with a mechanical stirrer, thermometer and condenser containing a nitrogen inlet was added dry DMF (8 L) and methyl cyanoacetate (800 g, 8.07 mol). Stirring was started and K2CO3 (2.67 kg, 19.3 mol) and then 1,4-dibromobutane (1.74 kg, 8.07 mmol) were added. The exothermic reaction mixture (temperature increased to 75° C.) was stirred at room temperature for 16 h followed by heating at 60-75° C. for 3 h. Approximately 2.5 L of solvent were removed under reduced pressure ... The reactants are C=CCBr, O=C([O-])[O-], CC#N, OC1(c2cccc(F)c2F)CCNC1, [K+], [K+]. Product: C=CCN1CCC(O)(c2cccc(F)c2F)C1. As a reaction SMILES: [Br:21][CH2:22][CH:23]=[CH2:24].[C:15](=[O:16])([O-:17])[O-:18].[CH3:25][C:26]#[N:27].[F:1][c:2]1[c:3]([C:9]2([OH:14])[CH2:10][NH:11][CH2:12][CH2:13]2)[cH:4][cH:5][cH:6][c:7]1[F:8].[K+:19].[K+:20]>>[F:1][c:2]1[c:3]([C:9]2([OH:14])[CH2:10][N:11]([CH2:24][CH:23]=[CH2:22])[CH2:12][CH2:13]2)[cH:4][cH:5][cH:6][c:7]1[F:8]. The reactants are NC1=NC2=C(C=3C=CC=NC13)C=CC(=C2)C(=O)OC (methyl 5-aminobenzo[f][1,7]naphthyridine-8-carboxylate), [BH4-].[Na+] (NaBH4). Run in CCO (EtOH). Conditions: temperature 80 celsius. Yields the product NC1=NC2=C(C=3C=CC=NC13)C=CC(=C2)CO ((5-aminobenzo[f][1,7]naphthyridin-8-yl)methanol). Reaction SMILES: [NH2:1][C:2]1[C:11]2[N:10]=[CH:9][CH:8]=[CH:7][C:6]=2[C:5]2[CH:12]=[CH:13][C:14]([C:16](OC)=[O:17])=[CH:15][C:4]=2[N:3]=1.[BH4-].[Na+]>CCO>[NH2:1][C:2]1[C:11]2[N:10]=[CH:9][CH:8]=[CH:7][C:6]=2[C:5]2[CH:12]=[CH:13][C:14]([CH2:16][OH:17])=[CH:15][C:4]=2[N:3]=1 |f:1.2|. Reported procedure: To a solution of methyl 5-aminobenzo[f][1,7]naphthyridine-8-carboxylate (from the previous step) (1.0 eq.) in EtOH (0.03M) was added NaBH4 (10 eq.) at 25° C. The solution was heated to 80° C. for 5 hours. After cooling to ambient temperature, the reaction mixture was concentrated en vacuo. The residue was portionized between saturated NaHCO3 and EtOAc. The layers were separated and aqueous layer was extracted with EtOAc twice. The combined organic layer was washed with brine, dried over MgSO4 an... Reactants: ClC1=C2N=C(N(C2=NC=N1)C1=CC=C(C=C1)Cl)C1=C(C=C(C=C1)Cl)Cl (6-Chloro-9-(4-chlorophenyl)-8-(2,4-dichlorophenyl)-9H-purine), N12CCN(CC1)CC2 (1,4-diaza-bicyclo[2.2.2]octane). Reagents/catalysts: [C-]#N.C(CCC)[N+](CCCC)(CCCC)CCCC (Tetrabutylammonium cyanide). Solvent: C(C)#N (acetonitrile). Run at temperature 0 celsius, time 3 hour. Yields the product ClC1=CC=C(C=C1)N1C2=NC=NC(=C2N=C1C1=C(C=C(C=C1)Cl)Cl)C#N (9-(4-Chlorophenyl)-8-(2,4-dichlorophenyl)-9H-purine-6-carbonitrile). As a reaction SMILES: Cl[C:2]1[N:10]=[CH:9][N:8]=[C:7]2[C:3]=1[N:4]=[C:5]([C:18]1[CH:23]=[CH:22][C:21]([Cl:24])=[CH:20][C:19]=1[Cl:25])[N:6]2[C:11]1[CH:16]=[CH:15][C:14]([Cl:17])=[CH:13][CH:12]=1.[N:26]12CCN(CC1)C[CH2:27]2>C(#N)C.[C-]#N.C([N+](CCCC)(CCCC)CCCC)CCC>[Cl:17][C:14]1[CH:13]=[CH:12][C:11]([N:6]2[C:5]([C:18]3[CH:23]=[CH:22][C:21]([Cl:24])=[CH:20][C:19]=3[Cl:25])=[N:4][C:3]3[C:7]2=[N:8][CH:9]=[N:10][C:2]=3[C:27]#[N:26])=[CH:16][CH:15]=1 |f:3.4|. Procedure: 6-Chloro-9-(4-chlorophenyl)-8-(2,4-dichlorophenyl)-9H-purine I-(1A-1)d (200 mg, 0.49 mmol) was dissolved in acetonitrile (5 ml) and stirred at 0° C. Tetrabutylammonium cyanide (236 mg, 0.98 mmol) and 1,4-diaza-bicyclo[2.2.2]octane (173 mg, 1.5 mmol) were added to the reaction mixture and stirring was continued at 0° C. for 3 hours. The reaction mixture was concentrated under reduced pressure and then purified by flash chromatography using 30% ethyl acetate/hexanes as the eluant to obtain the des... Reactants: CC1(OB(OC1(C)C)C1=C2C=NNC2=CC(=C1)C(F)(F)F)C (4-(4,4,5,5-Tetramethyl-1,3,2-dioxaborolan-2-yl)-6-(trifluoromethyl)-1H-indazole), BrC=1C=CC(=NC1)S(=O)(=O)NCCO (5-bromo-N-(2-hydroxyethyl)pyridine-2-sulfonamide), C([O-])(O)=O.[Na+] (sodium bicarbonate). Reagents/catalysts: C1=CC=C(C=C1)P([C-]2C=CC=C2)C3=CC=CC=C3.C1=CC=C(C=C1)P([C-]2C=CC=C2)C3=CC=CC=C3.Cl[Pd]Cl.[Fe+2] (PdCl2(dppf)). Run in O1CCOCC1 (dioxane). Run at temperature 140 celsius. Yields the product C(=O)(C(F)(F)F)O (TFA), OCCNS(=O)(=O)C1=NC=C(C=C1)C1=C2C=NNC2=CC(=C1)C(F)(F)F (N-(2-hydroxyethyl)-5-(6-(trifluoromethyl)-1H-indazol-4-yl)pyridine-2-sulfonamide). Yield: 66.3%. Reaction SMILES: CC1(C)C(C)(C)OB([C:9]2[CH:17]=[C:16]([C:18]([F:21])([F:20])[F:19])[CH:15]=[C:14]3[C:10]=2[CH:11]=[N:12][NH:13]3)O1.Br[C:24]1[CH:25]=[CH:26][C:27]([S:30]([NH:33][CH2:34][CH2:35][OH:36])(=[O:32])=[O:31])=[N:28][CH:29]=1.[C:37](=[O:40])(O)[O-:38].[Na+]>C1C=CC(P(C2C=CC=CC=2)[C-]2C=CC=C2)=CC=1.C1C=CC(P(C2C=CC=CC=2)[C-]2C=CC=C2)=CC=1.Cl[Pd]Cl.[Fe+2].O1CCOCC1>[C:37]([OH:38])([C:18]([F:21])([F:20])[F:19])=[O:40].[OH:36][CH2:35][CH2:34][NH:33][S:30]([C:27]1[CH:26]=[CH:25][C:24]([C:9]2[CH:17]=[C:16]([C:18]([F:19])([F:20])[F:21])[CH:15]=[C:14]3[C:10]=2[CH:11]=[N:12][NH:13]3)=[CH:29][N:28]=1)(=[O:32])=[O:31] |f:2.3,4.5.6.7|. Reported procedure: 4-(4,4,5,5-Tetramethyl-1,3,2-dioxaborolan-2-yl)-6-(trifluoromethyl)-1H-indazole (40 mg, 0.128 mmol), 5-bromo-N-(2-hydroxyethyl)pyridine-2-sulfonamide (43.2 mg, 0.154 mmol), PdCl2(dppf) (9.38 mg, 0.013 mmol), sodium bicarbonate (0.274 mL, 0.513 mmol), and dioxane (2 mL) were mixed in a 10 mL vial to give an orange suspension. The vial was sealed and then heated to 140° C. for 20 minutes in a microwave reactor. The reaction mixture was subsequently filtered and the product was purified by preparat... Starting materials: C(C)OC([C@@H](CC1=CC=C(C=C1)O[C@@H](C)C(=O)OCC1=CC=CC=C1)OCC)=O ((R,S)-3-[4-(1-benzyloxycarbonyl-ethoxy)-phenyl]-2-ethoxy-propionic acid ethyl ester). The reagents and catalysts are [Pd] (Pd—C). The solvent is CCO (EtOH), O (H2O), CCO (EtOH). Conditions: time 2 hour. Product: C(C)OC([C@@H](CC1=CC=C(C=C1)O[C@@H](C)C(=O)O)OCC)=O ((R,S)-3-[4-(1-Carboxy-ethoxy)-phenyl]-2-ethoxy-propionic acid ethyl ester). Yield: 67.4%. As a reaction SMILES: [CH2:1]([O:3][C:4](=[O:29])[C@H:5]([O:26][CH2:27][CH3:28])[CH2:6][C:7]1[CH:12]=[CH:11][C:10]([O:13][C@H:14]([C:16]([O:18]CC2C=CC=CC=2)=[O:17])[CH3:15])=[CH:9][CH:8]=1)[CH3:2]>CCO.O.[Pd]>[CH2:1]([O:3][C:4](=[O:29])[C@H:5]([O:26][CH2:27][CH3:28])[CH2:6][C:7]1[CH:12]=[CH:11][C:10]([O:13][C@H:14]([C:16]([OH:18])=[O:17])[CH3:15])=[CH:9][CH:8]=1)[CH3:2]. Procedure: To a solution of (R,S)-3-[4-(1-benzyloxycarbonyl-ethoxy)-phenyl]-2-ethoxy-propionic acid ethyl ester (1.05 g, 2.63 mmol) in EtOH (20 ml) and H2O (0.5 ml) was added a slurry of Pd—C (5%, 100 mg) in EtOH (10 ml). The suspension was hydrogenated under balloon pressure for 2 hours. The mixture was filtered through a pad of celite and concentrated to a residue, the residue was then purified by silica gel chromatography with EtOAc/Hexanes (25% to 100%) to afford the acid product (550 mg, 68%).